Task: describe an organic reaction: reactants, conditions, products, and yield. Dataset: the Open Reaction Database (ORD), a public repository of structured organic reaction records Reactants: CC(C)(OC(=O)NCCC(=O)NNC(=O)N1C2=C(OC3=C(C1)C=CC=C3)C=CC(=C2)Cl)C (8-chlorodibenz[b,f][1,4]oxazepine-10(11H)-carboxylic acid, 2-[3-[[(1,1-dimethylethoxy)carbonyl]amino]-1-oxopropyl]hydrazide), Cl.O1CCOCC1 (HCl dioxane). Solvent: C(C)(=O)O (acetic acid). Run at time 15 minute. Product: Cl.NCCC(=O)NNC(=O)N1C2=C(OC3=C(C1)C=CC=C3)C=CC(=C2)Cl (8-chlorodibenz[b,f][1,4]oxazepine-10(11H)-carboxylic acid, 2-(3-amino-1-oxopropyl)hydrazide, monohydrochloride). Isolated yield 163.1%. RXN SMILES: CC(C)(OC([NH:7][CH2:8][CH2:9][C:10]([NH:12][NH:13][C:14]([N:16]1[CH2:22][C:21]2[CH:23]=[CH:24][CH:25]=[CH:26][C:20]=2[O:19][C:18]2[CH:27]=[CH:28][C:29]([Cl:31])=[CH:30][C:17]1=2)=[O:15])=[O:11])=O)C.Cl.O1CCOCC1>C(O)(=O)C>[ClH:31].[NH2:7][CH2:8][CH2:9][C:10]([NH:12][NH:13][C:14]([N:16]1[CH2:22][C:21]2[CH:23]=[CH:24][CH:25]=[CH:26][C:20]=2[O:19][C:18]2[CH:27]=[CH:28][C:29]([Cl:31])=[CH:30][C:17]1=2)=[O:15])=[O:11] |f:1.2,4.5|. Reported procedure: To a solution of 2.30 g (5.0 mmol) of 8-chlorodibenz[b,f][1,4]oxazepine-10(11H)-carboxylic acid, 2-[3-[[(1,1-dimethylethoxy)carbonyl]amino]-1-oxopropyl]hydrazide (7), prepared as described above in Example 7, in 8 mL of acetic acid (HOAc) was added 8 mL of 6.8N HCl/dioxane. After 15 minutes, the solvent was removed under H2O aspirator vacuum. The resulting residue was triturated with diethyl ether (Et2O). The resulting white solid was collected on a sintered glass funnel and dried in a vacuum ov... The reactants are C(C1=CC=CC=C1)OC(C(CC1(CCCC1)C(=O)O)CCOC)=O (3-(1-Carboxycyclopentyl)-2-(2-methoxyethyl)propanoic acid benzyl ester), BrCC(C(=O)OC(C)(C)C)=C (t-butyl 2-bromomethylpropenoate). Reagents/catalysts: [Cl-].[Zn+2].[Cl-] (zinc chloride). Solvent: O1CCCC1 (tetrahydrofuran). Yields the product C(C)(C)(C)OC(C(CC1(CCCC1)C(=O)O)=C)=O (3-(1-carboxycyclopentyl)-2-methylenepropanoic acid t-butyl ester). The yield is 259.9%. Reaction SMILES: C(OC(=O)C(CCOC)C[C:12]1([C:17]([OH:19])=[O:18])[CH2:16][CH2:15][CH2:14][CH2:13]1)C1C=CC=CC=1.Br[CH2:26][C:27](=[CH2:35])[C:28]([O:30][C:31]([CH3:34])([CH3:33])[CH3:32])=[O:29]>O1CCCC1.[Cl-].[Zn+2].[Cl-]>[C:31]([O:30][C:28](=[O:29])[C:27](=[CH2:35])[CH2:26][C:12]1([C:17]([OH:19])=[O:18])[CH2:16][CH2:15][CH2:14][CH2:13]1)([CH3:34])([CH3:33])[CH3:32] |f:3.4.5|. Procedure: Cyclopentane carboxylic acid dilithio dianion (prepared from cyclopentane carboxylic acid (2.58 g) as described in Example 15) in tetrahydrofuran (100 ml) was treated with zinc chloride (1.85 g) at room temperature for 30 minutes, followed by t-butyl 2-bromomethylpropenoate (5.0 g) at -78° C. The reaction mixture was worked-up and the product purified as previously described to give 3-(1-carboxycyclopentyl)-2-methylenepropanoic acid t-butyl ester as an oil (5.1 g, 89%). Found: C,66.16; H,8.89. C... Starting materials: O1C(=CC=C1)P(C=1OC=CC1)C=1OC=CC1 (trifuran-2-ylphosphine), C(C1=CC=CC=C1)C=1C=CC2=C(C=C(O2)B(O)O)C1 (5-benzylbenzofuran-2-ylboronic acid), CSC1=NC=C(C=N1)C=O (2-(methylthio)pyrimidine-5-carbaldehyde). Reagents/catalysts: C=1C=CC(=CC1)/C=C/C(=O)/C=C/C2=CC=CC=C2.C=1C=CC(=CC1)/C=C/C(=O)/C=C/C2=CC=CC=C2.C=1C=CC(=CC1)/C=C/C(=O)/C=C/C2=CC=CC=C2.[Pd].[Pd] (Pd2 dba3), C1=CSC(=C1)C(=O)[O-].[Cu+] (CuTC). Run in C1CCOC1 (THF). Conditions: temperature 50 celsius. Yields the product C(C1=CC=CC=C1)C=1C=CC2=C(C=C(O2)C2=NC=C(C=N2)C=O)C1 (2-(5-benzylbenzofuran-2-yl)pyrimidine-5-carbaldehyde). As a reaction SMILES: O1C=CC=C1P(C1OC=CC=1)C1OC=CC=1.[CH2:17]([C:24]1[CH:25]=[CH:26][C:27]2[O:31][C:30](B(O)O)=[CH:29][C:28]=2[CH:35]=1)[C:18]1[CH:23]=[CH:22][CH:21]=[CH:20][CH:19]=1.CS[C:38]1[N:43]=[CH:42][C:41]([CH:44]=[O:45])=[CH:40][N:39]=1>C1COCC1.C1C=CC(/C=C/C(/C=C/C2C=CC=CC=2)=O)=CC=1.C1C=CC(/C=C/C(/C=C/C2C=CC=CC=2)=O)=CC=1.C1C=CC(/C=C/C(/C=C/C2C=CC=CC=2)=O)=CC=1.[Pd].[Pd].C1C=C(C([O-])=O)SC=1.[Cu+]>[CH2:17]([C:24]1[CH:25]=[CH:26][C:27]2[O:31][C:30]([C:38]3[N:43]=[CH:42][C:41]([CH:44]=[O:45])=[CH:40][N:39]=3)=[CH:29][C:28]=2[CH:35]=1)[C:18]1[CH:23]=[CH:22][CH:21]=[CH:20][CH:19]=1 |f:4.5.6.7.8,9.10|. Procedure: A 25 mm tube was charged with trifuran-2-ylphosphine (0.0737 g, 0.317 mmol), Pd2 dba3 (0.0411 g, 0.0397 mmol), 5-benzylbenzofuran-2-ylboronic acid (0.500 g, 1.98 mmol), CuTC (0.492 g, 2.58 mmol), 2-(methylthio)pyrimidine-5-carbaldehyde (0.306 g, 1.98 mmol) under argon. The reactants were diluted in 8 mL THF, sealed, and heated to 50° C. overnight. The mixture was filtered through Celite rinsing with 200 mL EtOAc. The green solution was concentrated and adsorbed onto 5 g silica gel, and purified ... Reactants: ice water, CC12CCCC3=CC(=CC(CCC1)=C32)N (6a-Methyl-5,6,6a,7,8,9-hexahydro-4H-2-phenalenylamine), IC1=CC=C(C(=O)OCC)C=C1 (ethyl 4-iodobenzoate), C([O-])([O-])=O.[Cs+].[Cs+] (cesium carbonate). Reagents/catalysts: C=1C=CC(=CC1)/C=C/C(=O)/C=C/C2=CC=CC=C2.C=1C=CC(=CC1)/C=C/C(=O)/C=C/C2=CC=CC=C2.C=1C=CC(=CC1)/C=C/C(=O)/C=C/C2=CC=CC=C2.[Pd].[Pd] (tris(dibenzylideneacetone)dipalladium), C1(=CC=CC=C1)P(C1=C(C2=CC=CC=C2C=C1)C1=C(C=CC2=CC=CC=C12)P(C1=CC=CC=C1)C1=CC=CC=C1)C1=CC=CC=C1 ((±)-2,2′-bis(diphenylphosphino)-1,1′-binaphthyl). Solvent: C1(=CC=CC=C1)C (toluene). Conditions: temperature 80 celsius, time 8 hour. Product: CC12CCCC3=CC(=CC(CCC1)=C32)NC3=CC=C(C(=O)OCC)C=C3 (Ethyl 4-[(6a-methyl-5,6,6a,7,8,9-hexahydro-4H-2-phenalenyl)amino]benzoate). The yield is 52.9%. Reaction SMILES: [CH3:1][C:2]12[C:14]3[C:6](=[CH:7][C:8]([NH2:15])=[CH:9][C:10]=3[CH2:11][CH2:12][CH2:13]1)[CH2:5][CH2:4][CH2:3]2.I[C:17]1[CH:27]=[CH:26][C:20]([C:21]([O:23][CH2:24][CH3:25])=[O:22])=[CH:19][CH:18]=1.C(=O)([O-])[O-].[Cs+].[Cs+]>C1(C)C=CC=CC=1.C1C=CC(/C=C/C(/C=C/C2C=CC=CC=2)=O)=CC=1.C1C=CC(/C=C/C(/C=C/C2C=CC=CC=2)=O)=CC=1.C1C=CC(/C=C/C(/C=C/C2C=CC=CC=2)=O)=CC=1.[Pd].[Pd].C1(P(C2C=CC=CC=2)C2C=CC3C(=CC=CC=3)C=2C2C3C(=CC=CC=3)C=CC=2P(C2C=CC=CC=2)C2C=CC=CC=2)C=CC=CC=1>[CH3:1][C:2]12[C:14]3[C:6](=[CH:7][C:8]([NH:15][C:17]4[CH:27]=[CH:26][C:20]([C:21]([O:23][CH2:24][CH3:25])=[O:22])=[CH:19][CH:18]=4)=[CH:9][C:10]=3[CH2:11][CH2:12][CH2:13]1)[CH2:5][CH2:4][CH2:3]2 |f:2.3.4,6.7.8.9.10|. Reported procedure: 6a-Methyl-5,6,6a,7,8,9-hexahydro-4H-2-phenalenylamine (0.290 g) and ethyl 4-iodobenzoate (0.390 g) were dissolved in anhydrous toluene (5 ml), the solution was added with tris(dibenzylideneacetone)dipalladium (0.026 g), (±)-2,2′-bis(diphenylphosphino)-1,1′-binaphthyl (0.036 g), and cesium carbonate (0.493 g), and the mixture was stirred overnight at 80° C. under an argon flow. The reaction mixture was left to cool and then poured into ice water, and the mixture was extracted with diethyl ether. ... Reactants: CCCCN(CCCC)CCCC, CN(C)C(=O)c1ccc([N+](=O)[O-])cc1S(N)(=O)=O, CCOC(C)=O, O=C(Cl)Cl, [K+], COc1cc(OC)nc(N)n1, [OH-], O. The product is COc1cc(OC)nc(NC(=O)NS(=O)(=O)c2cc([N+](=O)[O-])ccc2C(=O)N(C)C)n1. As a reaction SMILES: [CH3:16][CH2:17][CH2:18][CH2:19][N:20]([CH2:21][CH2:22][CH2:23][CH3:24])[CH2:25][CH2:26][CH2:27][CH3:28].[CH3:29][N:30]([C:31]([c:32]1[c:33]([S:41](=[O:42])(=[O:43])[NH2:44])[cH:34][c:35]([N+:38](=[O:39])[O-:40])[cH:36][cH:37]1)=[O:45])[CH3:46].[CH3:49][CH2:50][O:51][C:52](=[O:53])[CH3:54].[Cl:1][C:2]([Cl:3])=[O:4].[K+:48].[NH2:5][c:6]1[n:7][c:8]([O:14][CH3:15])[cH:9][c:10]([O:12][CH3:13])[n:11]1.[OH-:47].[OH2:55]>>[C:2](=[O:4])([NH:5][c:6]1[n:7][c:8]([O:14][CH3:15])[cH:9][c:10]([O:12][CH3:13])[n:11]1)[NH:44][S:41]([c:33]1[c:32]([C:31]([N:30]([CH3:29])[CH3:46])=[O:45])[cH:37][cH:36][c:35]([N+:38](=[O:39])[O-:40])[cH:34]1)(=[O:42])=[O:43]. Reactants: [NH4+].[Cl-] (NH4Cl), COCCl (methoxymethyl chloride), C(C)(C)NC(C)C (diisopropylamine), OC[C@H]1C[C@H](CCC1)C(=O)OC (methyl cis-3-hydroxymethylcyclohexanecarboxylate). Run in O (water), ClCCl (dichloromethane). Run at time 15 hour. Yields the product COCOC[C@H]1C[C@H](CCC1)CO ((cis-3-methoxymethoxymethylcyclohexyl)methanol). Yield: 88.8%. Reaction SMILES: [OH:1][CH2:2][C@@H:3]1[CH2:8][CH2:7][CH2:6][C@H:5]([C:9]([O:11][CH3:12])=O)[CH2:4]1.[CH3:13][O:14]CCl.C(NC(C)C)(C)C.[NH4+].[Cl-]>ClCCl.O>[CH3:13][O:14][CH2:12][O:11][CH2:9][C@@H:5]1[CH2:6][CH2:7][CH2:8][C@H:3]([CH2:2][OH:1])[CH2:4]1 |f:3.4|. Procedure: 1.70 g of methyl cis-3-hydroxymethylcyclohexanecarboxylate are dissolved in 20 ml of dichloromethane, 1.60 g of methoxymethyl chloride and 2.60 g of diisopropylamine are added and the mixture is stirred at room temperature for 15 h. 50 ml of saturated NH4Cl solution and 50 ml of water are added to the solution, and the organic phase is separated off. The aqueous phase is extracted with dichloromethane and the combined organic phases are dried over magnesium sulfate and concentrated. This gives 2... The reactants are C12=CC=CC=C1CCN2, CC1=CC(C)=C(S(=O)(Cl)=O)C(C)=C1. Reagents/catalysts: O=C([O-])O.[Na+] (NaHCO3). Run in O (water), OCCOCCOCCOCCOCCO (PEG400), CC(C)=O (acetone). Conditions: temperature 25 celsius, pressure 100 psi, time 20 minute. The product is Cc1cc(C)c(S(=O)(=O)N2CCc3ccccc32)c(C)c1. The yield is 88.0%.